This data is from the Open Reaction Database (ORD), a public repository of structured organic reaction records. The task is: describe an organic reaction: reactants, conditions, products, and yield The product is O=[N+]([O-])c1ccc(Oc2ccc(Cl)cc2C2CCCCC2)cc1. Starting materials: O=C([O-])[O-], CCOC(C)=O, Oc1ccc(Cl)cc1C1CCCCC1, O=[N+]([O-])c1ccc(F)cc1, [K+], [K+], CN(C)C=O. RXN SMILES: [C:11](=[O:12])([O-:13])[O-:14].[CH3:31][CH2:32][O:33][C:34]([CH3:35])=[O:36].[Cl:17][c:18]1[cH:19][c:20]([CH:25]2[CH2:26][CH2:27][CH2:28][CH2:29][CH2:30]2)[c:21]([OH:24])[cH:22][cH:23]1.[F:1][c:2]1[cH:3][cH:4][c:5]([N+:8](=[O:9])[O-:10])[cH:6][cH:7]1.[K+:15].[K+:16].[O:37]=[CH:38][N:39]([CH3:40])[CH3:41]>>[c:2]1([O:24][c:21]2[c:20]([CH:25]3[CH2:26][CH2:27][CH2:28][CH2:29][CH2:30]3)[cH:19][c:18]([Cl:17])[cH:23][cH:22]2)[cH:3][cH:4][c:5]([N+:8](=[O:9])[O-:10])[cH:6][cH:7]1. The reactants are BrC1=C(COC2=C(C=O)C=CC(=C2)O)C=CC=C1 (2-(2-bromobenzyloxy)-4-hydroxybenzaldehyde), C(C)(C)(C)OC(NCCBr)=O (t-butyl-2-bromoethylcarbamate), C(=O)([O-])[O-].[K+].[K+] (K2CO3). The solvent is CN(C)C=O (DMF). Run at temperature 100 celsius, time 3 hour. Yields the product C(C)(C)(C)OC(NCCOC1=CC(=C(C=C1)C=O)OCC1=C(C=CC=C1)Br)=O (t-butyl-2-(3-(2-bromobenzyloxy)-4-formylphenoxy)ethylcarbamate). Reaction SMILES: [Br:1][C:2]1[CH:18]=[CH:17][CH:16]=[CH:15][C:3]=1[CH2:4][O:5][C:6]1[CH:13]=[C:12]([OH:14])[CH:11]=[CH:10][C:7]=1[CH:8]=[O:9].[C:19]([O:23][C:24](=[O:29])[NH:25][CH2:26][CH2:27]Br)([CH3:22])([CH3:21])[CH3:20].C([O-])([O-])=O.[K+].[K+]>CN(C=O)C>[C:19]([O:23][C:24](=[O:29])[NH:25][CH2:26][CH2:27][O:14][C:12]1[CH:11]=[CH:10][C:7]([CH:8]=[O:9])=[C:6]([O:5][CH2:4][C:3]2[CH:15]=[CH:16][CH:17]=[CH:18][C:2]=2[Br:1])[CH:13]=1)([CH3:22])([CH3:21])[CH3:20] |f:2.3.4|. Procedure: To a solution of 2-(2-bromobenzyloxy)-4-hydroxybenzaldehyde (60 mg, 020 mmol) in DMF (10 ml) were added t-butyl-2-bromoethylcarbamate (43.70 g, 0.20 mmol) and K2CO3 (54.18 mg, 0.39 mmol), followed by stirring at 100° C. for 3 hours. After completion of the reaction, the solution was extracted with a saturated aqueous NH4Cl solution and ethyl acetate. The organic layer was dried over anhydrous MgSO4 and filtered. The filtrate was concentrated in a vacuum. The residue was purified through column c... Reactants: COC(=O)C1=CN(C(C=C1)=O)CC1=CC=C(C=C1)OC (1-(4-methoxy-benzyl)-6-oxo-1,6-dihydro-pyridine-3-carboxylic acid methyl ester), [OH-].[Li+] (lithium hydroxide). Solvent: O1CCCC1.CO (tetrahydrofuran methanol). Reaction conditions: time 48 hour. Yields the product COC1=CC=C(CN2C=C(C=CC2=O)C(=O)O)C=C1 (1-(4-methoxy-benzyl)-6-oxo-1,6-dihydro-pyridine-3-carboxylic acid). RXN SMILES: C[O:2][C:3]([C:5]1[CH:10]=[CH:9][C:8](=[O:11])[N:7]([CH2:12][C:13]2[CH:18]=[CH:17][C:16]([O:19][CH3:20])=[CH:15][CH:14]=2)[CH:6]=1)=[O:4].[OH-].[Li+]>O1CCCC1.CO>[CH3:20][O:19][C:16]1[CH:15]=[CH:14][C:13]([CH2:12][N:7]2[C:8](=[O:11])[CH:9]=[CH:10][C:5]([C:3]([OH:4])=[O:2])=[CH:6]2)=[CH:18][CH:17]=1 |f:1.2,3.4|. Procedure details: To a solution of methyl coumalate (1 g, 6.49 mmol, 1 eq) in ethanol (30 mL) was added p-anisidine (0.79 g, 6.49 mmol, 1 eq). The reaction mixture was heated to reflux for 16 h. After this time, the solvent was removed under reduced pressure, and the residue was purified by column chromatography eluting with 3:2 ethyl acetate/hexane to afford 1-(4-methoxy-benzyl)-6-oxo-1,6-dihydro-pyridine-3-carboxylic acid methyl ester. Mass Spec m/z=260 [M+H+]. To a solution of 1-(4-methoxy-benzyl)-6-oxo-1,6-di... Reactants: IC (Iodomethane), C(C=C)OC(=O)N1C[C@H](C[C@H]1CC1=CN2C(S1)=CN=C2)SC=2[C@@H]([C@H]1N(C2C(=O)OCC=C)C([C@@H]1[C@@H](C)O)=O)C (allyl(1R,5S,6S)-2-[(3S,5S)-1-allyloxycarbonyl-5-(imidazo[5,1-b]thiazol-2-yl)methylpyrrolidin-3-yl]thio-6-((1R)-1-hydroxyethyl)-1-methylcarbapen-2-em-3-carboxylate). Run at time 8 hour. Product: [I-].C(C=C)OC(=O)N1C[C@H](C[C@H]1CC1=C[N+]=2C(S1)=CN(C2)C)SC=2[C@@H]([C@H]1N(C2C(=O)OCC=C)C([C@@H]1[C@@H](C)O)=O)C (allyl(1R,5S,6S)-2-[(3S,5S)-1-allyloxycarbonyl-5-(6-methylimidazo[5,1-b]thiazolium-2-yl)methylpyrrolidin-3-yl]thio-6-((1R)-1-hydroxyethyl)-1-methylcarbapen-2-em-3-carboxylate iodide). RXN SMILES: [I:1][CH3:2].[CH2:3]([O:6][C:7]([N:9]1[C@H:13]([CH2:14][C:15]2[S:19][C:18]3=[CH:20][N:21]=[CH:22][N:17]3[CH:16]=2)[CH2:12][C@H:11]([S:23][C:24]2[C@H:25]([CH3:41])[C@@H:26]3[C@@H:36]([C@H:37]([OH:39])[CH3:38])[C:35](=[O:40])[N:27]3[C:28]=2[C:29]([O:31][CH2:32][CH:33]=[CH2:34])=[O:30])[CH2:10]1)=[O:8])[CH:4]=[CH2:5]>>[I-:1].[CH2:3]([O:6][C:7]([N:9]1[C@H:13]([CH2:14][C:15]2[S:19][C:18]3=[CH:20][N:21]([CH3:2])[CH:22]=[N+:17]3[CH:16]=2)[CH2:12][C@H:11]([S:23][C:24]2[C@H:25]([CH3:41])[C@@H:26]3[C@@H:36]([C@H:37]([OH:39])[CH3:38])[C:35](=[O:40])[N:27]3[C:28]=2[C:29]([O:31][CH2:32][CH:33]=[CH2:34])=[O:30])[CH2:10]1)=[O:8])[CH:4]=[CH2:5] |f:2.3|. Procedure: Iodomethane (1.2 ml) is added to 113.3 mg of allyl(1R,5S,6S)-2-[(3S,5S)-1-allyloxycarbonyl-5-(imidazo[5,1-b]thiazol-2-yl)methylpyrrolidin-3-yl]thio-6-((1R)-1-hydroxyethyl)-1-methylcarbapen-2-em-3-carboxylate described in Example 23-a), and the mixture is stirred in an argon atmosphere in a light-shielded state at room temperature overnight. The excess reagent is removed by evaporation under reduced pressure, and the residue is purified by column chromatography on Sephadex LH-20 (dichloromethane:... Starting materials: CC1=CC=C(C(=N1)N1CCC(CC1)=C)[N+](=O)[O-] (6-Methyl-2-(4-methylene-1-piperidyl)-3-nitropyridine), C=C1CCN(CC1)C1=NC=CC=C1[N+](=O)[O-] (2-(4-Methylene-1-piperidyl)-3-nitropyridine), C=C1CCN(CC1)C(=O)OC(C)(C)C (tert-butyl 4-methylenepiperidine-1-carboxylate), ClC1=CC(=CC=C1)I (1-chloro-3-iodobenzene), Compound 3c. Product: ClC=1C=C(C=CC1)C#CC1=NOC2(C1)CCN(CC2)C(=O)OC(C)(C)C (tert-Butyl 3-[2-(3-chlorophenyl)ethynyl]-1-oxa-2,8-diazaspiro[4.5]dec-2-ene-8-carboxylate). As a reaction SMILES: CC1N=C(N2CCC(=C)CC2)[C:5]([N+:15]([O-])=[O:16])=[CH:4][CH:3]=1.[Cl:18][C:19]1[CH:24]=[CH:23][CH:22]=[C:21](I)[CH:20]=1.C=C1CCN(C2C([N+]([O-])=O)=CC=CN=2)CC1.[CH2:42]=[C:43]1[CH2:48][CH2:47][N:46]([C:49]([O:51][C:52]([CH3:55])([CH3:54])[CH3:53])=[O:50])[CH2:45][CH2:44]1>>[Cl:18][C:19]1[CH:20]=[C:21]([C:3]#[C:4][C:5]2[CH2:42][C:43]3([CH2:48][CH2:47][N:46]([C:49]([O:51][C:52]([CH3:55])([CH3:54])[CH3:53])=[O:50])[CH2:45][CH2:44]3)[O:16][N:15]=2)[CH:22]=[CH:23][CH:24]=1. Reported procedure: The title compound was synthesized following the method reported for the compound of Example 3, substituting 2-bromo-6-methylpyridine with 1-chloro-3-iodobenzene and Compound 3c with Compound 2a, with tert-butyl 4-methylenepiperidine-1-carboxylate. After the usual work-up, the crude was purified by automated flash chromatography (SP1®TM -Biotage; gradient Petroleum Ether-EtOAc from 95:5 to 6:4) affording the title product as white solid. Yield: 76.9%.